From a dataset of the Open Reaction Database (ORD), a public repository of structured organic reaction records. describe an organic reaction: reactants, conditions, products, and yield Reactants: Cn1c(CCl)nc2ccccc2c1=O, CCOC(C)=O, [K+], [K+], O=C([O-])[O-], CN(C)C=O, Cc1cccc(COc2cccc(O)c2)c1CO. Yields the product Cc1cccc(COc2cccc(OCc3nc4ccccc4c(=O)n3C)c2)c1CO. Reaction SMILES: [CH3:19][n:20]1[c:21]([CH2:31][Cl:32])[n:22][c:23]2[cH:24][cH:25][cH:26][cH:27][c:28]2[c:29]1=[O:30].[CH3:44][CH2:45][O:46][C:47](=[O:48])[CH3:49].[K+:33].[K+:34].[O-:35][C:36]([O-:37])=[O:38].[O:39]=[CH:40][N:41]([CH3:42])[CH3:43].[OH:1][CH2:2][c:3]1[c:4]([CH2:5][O:6][c:7]2[cH:8][c:9]([OH:13])[cH:10][cH:11][cH:12]2)[cH:14][cH:15][cH:16][c:17]1[CH3:18]>>[OH:1][CH2:2][c:3]1[c:4]([CH2:5][O:6][c:7]2[cH:8][c:9]([O:13][CH2:31][c:21]3[n:20]([CH3:19])[c:29](=[O:30])[c:28]4[c:23]([n:22]3)[cH:24][cH:25][cH:26][cH:27]4)[cH:10][cH:11][cH:12]2)[cH:14][cH:15][cH:16][c:17]1[CH3:18]. RXN SMILES: [Br:1][c:2]1[cH:3][c:4]2[cH:5][cH:6][c:7]([OH:13])[c:8]([CH3:12])[c:9]2[cH:10][cH:11]1.[Br:20][CH2:21][C:22]#[N:23].[C:14](=[O:15])([O-:16])[O-:17].[CH3:24][C:25](=[O:26])[CH3:27].[Cs+:18].[Cs+:19]>>[Br:1][c:2]1[cH:3][c:4]2[cH:5][cH:6][c:7]([O:13][CH2:21][C:22]#[N:23])[c:8]([CH3:12])[c:9]2[cH:10][cH:11]1. Yields the product Cc1c(OCC#N)ccc2cc(Br)ccc12. Reactants: Cc1c(O)ccc2cc(Br)ccc12, N#CCBr, O=C([O-])[O-], CC(C)=O, [Cs+], [Cs+]. The reactants are O (water), BrCC(=O)OCC (ethyl bromoacetate), OC1=C(C=CC=C1)C(CN1C(=O)N(C=2N=C(N(C2C1=O)CC=C(C)C)N1CC(CCC1)NC(=O)OC(C)(C)C)C)=O (1-[2-(2-hydroxy-phenyl)-2-oxo-ethyl]-3-methyl-7-(3-methyl-2-buten-1-yl)-8-[3-(tert.-butyloxycarbonylamino)-piperidin-1-yl]-xanthine), C([O-])([O-])=O.[K+].[K+] (potassium carbonate). Solvent: CN(C=O)C (N,N-dimethylformamide). Reaction conditions: time 5 hour. Yields the product C(C)OC(=O)COC1=C(C=CC=C1)C(CN1C(=O)N(C=2N=C(N(C2C1=O)CC=C(C)C)N1CC(CCC1)NC(=O)OC(C)(C)C)C)=O (1-(2-{2-[(ethoxycarbonyl)methoxy]-phenyl}-2-oxo-ethyl)-3-methyl-7-(3-methyl-2-buten-1-yl)-8-[3-(tert.-butyloxycarbonylamino)-piperidin-1-yl]-xanthine). RXN SMILES: Br[CH2:2][C:3]([O:5][CH2:6][CH3:7])=[O:4].[OH:8][C:9]1[CH:14]=[CH:13][CH:12]=[CH:11][C:10]=1[C:15](=[O:48])[CH2:16][N:17]1[C:26](=[O:27])[C:25]2[N:24]([CH2:28][CH:29]=[C:30]([CH3:32])[CH3:31])[C:23]([N:33]3[CH2:38][CH2:37][CH2:36][CH:35]([NH:39][C:40]([O:42][C:43]([CH3:46])([CH3:45])[CH3:44])=[O:41])[CH2:34]3)=[N:22][C:21]=2[N:20]([CH3:47])[C:18]1=[O:19].C(=O)([O-])[O-].[K+].[K+].O>CN(C)C=O>[CH2:6]([O:5][C:3]([CH2:2][O:8][C:9]1[CH:14]=[CH:13][CH:12]=[CH:11][C:10]=1[C:15](=[O:48])[CH2:16][N:17]1[C:26](=[O:27])[C:25]2[N:24]([CH2:28][CH:29]=[C:30]([CH3:32])[CH3:31])[C:23]([N:33]3[CH2:38][CH2:37][CH2:36][CH:35]([NH:39][C:40]([O:42][C:43]([CH3:46])([CH3:45])[CH3:44])=[O:41])[CH2:34]3)=[N:22][C:21]=2[N:20]([CH3:47])[C:18]1=[O:19])=[O:4])[CH3:7] |f:2.3.4|. Procedure details: 63 mg of ethyl bromoacetate are added to a mixture of 200 mg of 1-[2-(2-hydroxy-phenyl)-2-oxo-ethyl]-3-methyl-7-(3-methyl-2-buten-1-yl)-8-[3-(tert.-butyloxycarbonylamino)-piperidin-1-yl]-xanthine and 63 mg of potassium carbonate in 3 ml N,N-dimethylformamide. The reaction mixture is stirred for five hours at ambient temperature. For working up it is combined with water and the precipitate formed is suction filtered, washed with water and dried for three hours at 80° C. in the drying cupboard. Product: Cc1cc(Nc2ccccc2)c2c(cnn2C)n1. Reaction SMILES: [Cl:1][c:2]1[c:3]2[c:4]([n:5][c:6]([CH3:8])[cH:7]1)[cH:9][n:10][n:11]2[CH3:12].[NH2:13][c:14]1[cH:15][cH:16][cH:17][cH:18][cH:19]1.[Na+:20].[Na+:21].[O-:22][C:23](=[O:24])[O-:25].[OH2:26]>>[c:2]1([NH:13][c:14]2[cH:15][cH:16][cH:17][cH:18][cH:19]2)[c:3]2[c:4]([n:5][c:6]([CH3:8])[cH:7]1)[cH:9][n:10][n:11]2[CH3:12]. Reactants: Cc1cc(Cl)c2c(cnn2C)n1, Nc1ccccc1, [Na+], [Na+], O=C([O-])[O-], O. Starting materials: [Br-].[Al+3].[Br-].[Br-] (aluminum bromide), COC1=CC=C(C=C1)C1=CC=C(C=C1)C(C(CCCCCC)C)=O (4-methoxy-4'-(2-methyloctanoyl) biphenyl), ice water. Solvent: C1(=CC=CC=C1)C (toluene), C1(=CC=CC=C1)C (toluene). Reaction conditions: temperature 40 celsius, time 11 hour. Yields the product OC1=CC=C(C=C1)C1=CC=C(C=C1)C(C(CCCCCC)C)=O (4-hydroxy-4'-(2-methyloctanoyl) biphenyl). Isolated yield 54.0%. As a reaction SMILES: C[O:2][C:3]1[CH:8]=[CH:7][C:6]([C:9]2[CH:14]=[CH:13][C:12]([C:15](=[O:24])[CH:16]([CH3:23])[CH2:17][CH2:18][CH2:19][CH2:20][CH2:21][CH3:22])=[CH:11][CH:10]=2)=[CH:5][CH:4]=1.[Br-].[Al+3].[Br-].[Br-]>C1(C)C=CC=CC=1>[OH:2][C:3]1[CH:4]=[CH:5][C:6]([C:9]2[CH:14]=[CH:13][C:12]([C:15](=[O:24])[CH:16]([CH3:23])[CH2:17][CH2:18][CH2:19][CH2:20][CH2:21][CH3:22])=[CH:11][CH:10]=2)=[CH:7][CH:8]=1 |f:1.2.3.4|. Reported procedure: Then, 400 mg (1.2 mmol) of the above 4-methoxy-4'-(2-methyloctanoyl) biphenyl was dissolved in 6 ml of dried toluene in a flask of 50 ml. After the solution was added with 1.3 g (5.0 mmol) of aluminum bromide under ice cooling for 5 minutes, the resulting mixture was stirred under ice cooling for 6 hours, at room temperature for about 60 hours and at 40° C. for 11 hours. After the completion of the reaction, the resulting product was poured into 100 ml of ice water together with 40 ml of toluene... The reactants are CO, [Cl-], Cl, COC(=O)C(NC(=O)Cc1cc(F)cc(F)c1)C(C)C, [Na+], [Na+], [OH-]. Yields the product CC(C)C(NC(=O)Cc1cc(F)cc(F)c1)C(=O)O. Reaction SMILES: [CH3:24][OH:25].[Cl-:27].[ClH:23].[F:1][c:2]1[cH:3][c:4]([CH2:9][C:10](=[O:11])[NH:12][CH:13]([CH:14]([CH3:15])[CH3:16])[C:17](=[O:18])[O:19][CH3:20])[cH:5][c:6]([F:8])[cH:7]1.[Na+:22].[Na+:26].[OH-:21]>>[F:1][c:2]1[cH:3][c:4]([CH2:9][C:10](=[O:11])[NH:12][CH:13]([CH:14]([CH3:15])[CH3:16])[C:17](=[O:18])[OH:19])[cH:5][c:6]([F:8])[cH:7]1. Reactants: COC(=O)C(Cc1ccc(-c2c(C)n(C)c(=O)n(C)c2=O)cc1)NC(=O)OC(C)(C)C, CCO, [Na+], [OH-], O. As a reaction SMILES: [CH3:1][O:2][C:3]([CH:4]([NH:5][C:6](=[O:7])[O:8][C:9]([CH3:10])([CH3:11])[CH3:12])[CH2:13][c:14]1[cH:15][cH:16][c:17](-[c:20]2[c:21](=[O:30])[n:22]([CH3:29])[c:23](=[O:28])[n:24]([CH3:27])[c:25]2[CH3:26])[cH:18][cH:19]1)=[O:31].[CH3:34][CH2:35][OH:36].[Na+:33].[OH-:32].[OH2:37]>>[O:2]=[C:3]([CH:4]([NH:5][C:6](=[O:7])[O:8][C:9]([CH3:10])([CH3:11])[CH3:12])[CH2:13][c:14]1[cH:15][cH:16][c:17](-[c:20]2[c:21](=[O:30])[n:22]([CH3:29])[c:23](=[O:28])[n:24]([CH3:27])[c:25]2[CH3:26])[cH:18][cH:19]1)[OH:31]. The product is Cc1c(-c2ccc(CC(NC(=O)OC(C)(C)C)C(=O)O)cc2)c(=O)n(C)c(=O)n1C.